Task: describe an organic reaction: reactants, conditions, products, and yield. Dataset: the Open Reaction Database (ORD), a public repository of structured organic reaction records Reactants: COc1ccc(N=C=O)cc1, NCc1cn(-c2ccccc2)c2cc(Cl)ccc2c1=O. Product: COc1ccc(NC(=O)NCc2cn(-c3ccccc3)c3cc(Cl)ccc3c2=O)cc1. RXN SMILES: [CH3:21][O:22][c:23]1[cH:24][cH:25][c:26]([N:29]=[C:30]=[O:31])[cH:27][cH:28]1.[NH2:1][CH2:2][c:3]1[cH:4][n:5](-[c:15]2[cH:16][cH:17][cH:18][cH:19][cH:20]2)[c:6]2[cH:7][c:8]([Cl:14])[cH:9][cH:10][c:11]2[c:12]1=[O:13]>>[NH:1]([CH2:2][c:3]1[cH:4][n:5](-[c:15]2[cH:16][cH:17][cH:18][cH:19][cH:20]2)[c:6]2[cH:7][c:8]([Cl:14])[cH:9][cH:10][c:11]2[c:12]1=[O:13])[C:30]([NH:29][c:26]1[cH:25][cH:24][c:23]([O:22][CH3:21])[cH:28][cH:27]1)=[O:31]. The reactants are O=C1CCC(=O)N1Br, O=C(OOC(=O)c1ccccc1)c1ccccc1, Cc1nc2cccc(Cl)c2s1, ClC(Cl)(Cl)Cl. The product is Clc1cccc2nc(CBr)sc12. As a reaction SMILES: [Br:12][N:13]1[C:14](=[O:15])[CH2:16][CH2:17][C:18]1=[O:19].[C:20]([O:21][O:22][C:23](=[O:24])[c:25]1[cH:26][cH:27][cH:28][cH:29][cH:30]1)(=[O:31])[c:32]1[cH:33][cH:34][cH:35][cH:36][cH:37]1.[Cl:1][c:2]1[cH:3][cH:4][cH:5][c:6]2[n:7][c:8]([CH3:11])[s:9][c:10]12.[Cl:38][C:39]([Cl:40])([Cl:41])[Cl:42]>>[Cl:1][c:2]1[cH:3][cH:4][cH:5][c:6]2[n:7][c:8]([CH2:11][Br:12])[s:9][c:10]12.